The task is: describe an organic reaction: reactants, conditions, products, and yield. This data is from the Open Reaction Database (ORD), a public repository of structured organic reaction records. Starting materials: CCOC(=O)CC(=O)CC(C)=O, CC(=O)O, O=Cc1c(C2CC2)nc2ccccc2c1-c1ccc(F)cc1, [H-], [Na+], C1CCOC1. The product is CCOC(=O)CC(=O)CC(=O)C=Cc1c(C2CC2)nc2ccccc2c1-c1ccc(F)cc1. RXN SMILES: [CH2:8]([CH3:9])[O:10][C:11]([CH2:12][C:13]([CH2:14][C:15]([CH3:16])=[O:17])=[O:18])=[O:19].[CH3:42][C:43](=[O:44])[OH:45].[CH:20]1([c:23]2[n:24][c:25]3[cH:26][cH:27][cH:28][cH:29][c:30]3[c:31](-[c:35]3[cH:36][cH:37][c:38]([F:41])[cH:39][cH:40]3)[c:32]2[CH:33]=[O:34])[CH2:21][CH2:22]1.[H-:1].[Na+:2].[O:3]1[CH2:4][CH2:5][CH2:6][CH2:7]1>>[CH2:8]([CH3:9])[O:10][C:11]([CH2:12][C:13]([CH2:14][C:15]([CH:16]=[CH:33][c:32]1[c:23]([CH:20]2[CH2:21][CH2:22]2)[n:24][c:25]2[cH:26][cH:27][cH:28][cH:29][c:30]2[c:31]1-[c:35]1[cH:36][cH:37][c:38]([F:41])[cH:39][cH:40]1)=[O:17])=[O:18])=[O:19].